This data is from the Open Reaction Database (ORD), a public repository of structured organic reaction records. The task is: describe an organic reaction: reactants, conditions, products, and yield Reactants: CC(=O)c1cccc(C(C)=Nc2ccccc2C(C)(C)C)n1, CCCCCCCCCCCCCCCCCCCCOc1c(-c2ccccc2)cc(N)cc1-c1ccccc1, Cc1ccccc1. The product is CCCCCCCCCCCCCCCCCCCCOc1c(-c2ccccc2)cc(N=C(C)c2cccc(C(C)=Nc3ccccc3C(C)(C)C)n2)cc1-c1ccccc1. As a reaction SMILES: [C:1]([CH3:2])([CH3:3])([CH3:4])[c:5]1[c:6]([N:11]=[C:12]([CH3:13])[c:14]2[n:15][c:16]([C:20]([CH3:21])=[O:22])[cH:17][cH:18][cH:19]2)[cH:7][cH:8][cH:9][cH:10]1.[CH2:23]([CH2:24][CH2:25][CH2:26][CH2:27][CH2:28][CH2:29][CH2:30][CH2:31][CH2:32][CH2:33][CH2:34][CH2:35][CH2:36][CH2:37][CH2:38][CH2:39][CH2:40][CH2:41][CH3:42])[O:43][c:44]1[c:45](-[c:57]2[cH:58][cH:59][cH:60][cH:61][cH:62]2)[cH:46][c:47]([NH2:48])[cH:49][c:50]1-[c:51]1[cH:52][cH:53][cH:54][cH:55][cH:56]1.[CH3:63][c:64]1[cH:65][cH:66][cH:67][cH:68][cH:69]1>>[C:1]([CH3:2])([CH3:3])([CH3:4])[c:5]1[c:6]([N:11]=[C:12]([CH3:13])[c:14]2[n:15][c:16]([C:20]([CH3:21])=[N:48][c:47]3[cH:46][c:45](-[c:57]4[cH:58][cH:59][cH:60][cH:61][cH:62]4)[c:44]([O:43][CH2:23][CH2:24][CH2:25][CH2:26][CH2:27][CH2:28][CH2:29][CH2:30][CH2:31][CH2:32][CH2:33][CH2:34][CH2:35][CH2:36][CH2:37][CH2:38][CH2:39][CH2:40][CH2:41][CH3:42])[c:50](-[c:51]4[cH:52][cH:53][cH:54][cH:55][cH:56]4)[cH:49]3)[cH:17][cH:18][cH:19]2)[cH:7][cH:8][cH:9][cH:10]1. Reactants: C([O-])([O-])=O.[K+].[K+] (potassium carbonate), Cl (hydrochloride), C1(CCCCC1)NC(NC1=CC=C(OCC(CN)O)C=C1)=O (1-(p-cyclohexylureido-phenoxy)-3-amino-propan-2-ol), C(C1=CN=CC=C1)(=O)CC(C)=O (nicotinoyl-acetone), S(=O)(Cl)Cl (thionyl chloride), Cl.C(C1=CN=CC=C1)(=O)C(=CCl)C (nicotinoyl-methylvinyl chloride hydrochloride), [Na] (sodium), C(C1=CN=CC=C1)(=O)CC(C)=O (nicotinoyl-acetone), Cl.C(C1=CN=CC=C1)(=O)C=C(C)Cl (2-nicotinoyl-1-methylvinyl chloride hydrochloride), Cl (HCl). Run in C1(=CC=CC=C1)C (toluene), C1(=CC=CC=C1)C (toluene). Run at time 36 hour. Product: C(C1=CN=CC=C1)(=O)C=C(C)NCC(COC1=CC=C(C=C1)NC(=O)NC1CCCCC1)O (1-(2-Nicotinoyl-1-methylvinylamino)-3-(p-cylcohexylureidophenoxy)-propan-2-ol). RXN SMILES: [CH:1]1([NH:7][C:8](=[O:22])[NH:9][C:10]2[CH:21]=[CH:20][C:13]([O:14][CH2:15][CH:16]([OH:19])[CH2:17][NH2:18])=[CH:12][CH:11]=2)[CH2:6][CH2:5][CH2:4][CH2:3][CH2:2]1.C(=O)([O-])[O-].[K+].[K+].Cl.[C:30]([CH:38]=[C:39](Cl)[CH3:40])(=[O:37])[C:31]1[CH:36]=[CH:35][CH:34]=[N:33][CH:32]=1.[Na].C(CC(=O)C)(=O)C1C=CC=NC=1.Cl.S(Cl)(Cl)=O.Cl.C(C(C)=CCl)(=O)C1C=CC=NC=1>C1(C)C=CC=CC=1>[C:30]([CH:38]=[C:39]([NH:18][CH2:17][CH:16]([OH:19])[CH2:15][O:14][C:13]1[CH:20]=[CH:21][C:10]([NH:9][C:8]([NH:7][CH:1]2[CH2:6][CH2:5][CH2:4][CH2:3][CH2:2]2)=[O:22])=[CH:11][CH:12]=1)[CH3:40])(=[O:37])[C:31]1[CH:36]=[CH:35][CH:34]=[N:33][CH:32]=1 |f:1.2.3,4.5,10.11,^1:41|. Procedure: 6.1 g of 1-(p-cyclohexylureido-phenoxy)-3-amino-propan-2-ol ##STR49## are dissolved in 50 ml of anhydrous toluene and 5.7 g of anhydrous potassium carbonate are added. A mixture of 4.4 g of 2-nicotinoyl-1-methylvinyl chloride hydrochloride of the formula ##STR50## (prepared from the sodium salt of nicotinoyl-acetone, which is first converted by means of HCl gas into the hydrochloride of free nicotinoyl-acetone and then, using thionyl chloride, into nicotinoyl-methylvinyl chloride hydrochloride) ... The reactants are N1=C(C=CC=C1)C1(CCNCC1)O (2′,3′,5′,6′-tetrahydro-1′H-[2,4′]bipyridinyl-4′-ol), ClC=1N=C(C2=C(N1)C=C(S2)C=O)N2CCOCC2 (2-Chloro-4-morpholin-4-yl-thieno[3,2-d]pyrimidine-6-carbaldehyde). Product: ClC=1N=C(C2=C(N1)C=C(S2)CN2CCC(CC2)(C2NC=CC=C2)O)N2CCOCC2 (1′-(2-chloro-4-morpholin-4-yl-thieno[3,2-d]pyrimidin-6-ylmethyl)-2′,3′,5′,6′-tetrahydro-1H-[2,4′]bipyridinyl-4′-ol). Reaction SMILES: [N:1]1[CH:6]=[CH:5][CH:4]=[CH:3][C:2]=1[C:7]1([OH:13])[CH2:12][CH2:11][NH:10][CH2:9][CH2:8]1.[Cl:14][C:15]1[N:16]=[C:17]([N:26]2[CH2:31][CH2:30][O:29][CH2:28][CH2:27]2)[C:18]2[S:23][C:22]([CH:24]=O)=[CH:21][C:19]=2[N:20]=1>>[Cl:14][C:15]1[N:16]=[C:17]([N:26]2[CH2:27][CH2:28][O:29][CH2:30][CH2:31]2)[C:18]2[S:23][C:22]([CH2:24][N:10]3[CH2:9][CH2:8][C:7]([OH:13])([CH:2]4[CH:3]=[CH:4][CH:5]=[CH:6][NH:1]4)[CH2:12][CH2:11]3)=[CH:21][C:19]=2[N:20]=1. Reported procedure: Reaction of 2′,3′,5′,6′-tetrahydro-1′H-[2,4′]bipyridinyl-4′-ol with 2-chloro-4-morpholin-4-yl-thieno[3,2-d]pyrimidine-6-carbaldehyde 10 using standard reductive amination conditions yielded 1′-(2-chloro-4-morpholin-4-yl-thieno[3,2-d]pyrimidin-6-ylmethyl)-2′,3′,5′,6′-tetrahydro-1H-[2,4′]bipyridinyl-4′-ol, which was reacted with 2-aminopyrimidine-5-boronic acid in General Procedure A. Purification on silica yielded 402. 400 MHz 1H NMR CDCl3 9.16 (s, 2H); 8.47 (d, 1H, J=4.8 Hz); 7.70 (t, 1H, J=7.7 ... RXN SMILES: [NH:1]1[C:5]2[CH:6]=[C:7]([C:10]3[O:14][C:13]([SH:15])=[N:12][N:11]=3)[CH:8]=[CH:9][C:4]=2[N:3]=[CH:2]1.[C:16]1([CH2:22][CH2:23][CH2:24]Br)[CH:21]=[CH:20][CH:19]=[CH:18][CH:17]=1>CCO>[C:16]1([CH2:22][CH2:23][CH2:24][S:15][C:13]2[O:14][C:10]([C:7]3[CH:8]=[CH:9][C:4]4[NH:3][CH:2]=[N:1][C:5]=4[CH:6]=3)=[N:11][N:12]=2)[CH:21]=[CH:20][CH:19]=[CH:18][CH:17]=1. Starting materials: N1C=NC2=C1C=C(C=C2)C2=NN=C(O2)S (5-(1H-benzo[d]imidazol-6-yl)-1,3,4-oxadiazole-2-thiol), TEA, C1(=CC=CC=C1)CCCBr (phenylpropylbromide). Procedure details: 1 (0.33 g, 1.5 mmol), TEA (0.209 mL, 1.5 mmol), and phenylpropylbromide (0.228 mL, 1.5 mmol) were dissolved in 10 mL of EtOH and kept under reflux overnight. The solvent was removed and the remaining oil was purified by flash-chromatography on silica gel, applying a CHCl3/MeOH gradient. Product: C1(=CC=CC=C1)CCCSC1=NN=C(O1)C1=CC2=C(NC=N2)C=C1 (5-(5-(3-Phenylpropylthio)-1,3,4-oxadiazol-2-yl)-1H-benzo[d]imidazole). Solvent: CCO (EtOH).